This data is from the Open Reaction Database (ORD), a public repository of structured organic reaction records. The task is: describe an organic reaction: reactants, conditions, products, and yield Starting materials: C(C1=CC=CC=C1)OCN1C=C(C2=C1C=NNC2=O)C(C)C (1-benzyloxymethyl-3-isopropyl-1,5-dihydropyrrolo[2,3-d]-pyridazin-4-one), [Cl-].[NH4+] (ammonium chloride), C[Si](CCOCN1C=CC2=C1C=NNC2=O)(C)C (1-(2-trimethylsilylethoxymethyl)-1,5-dihydropyrrolo[2,3-d]pyridazin-4-one), ice water. Product: C(C1=CC=CC=C1)OCN1C=C(C2=C1C=NN(C2=O)COCC[Si](C)(C)C)C(C)C (1-Benzyloxymethyl-3-isopropyl-5-(2-trimethylsilylethoxymethyl)-1,5-dihydropyrrolo[2,3-d]pyridazin-4-one). The yield is 62.0%. As a reaction SMILES: [CH2:1]([O:8][CH2:9][N:10]1[C:14]2[CH:15]=[N:16][NH:17][C:18](=[O:19])[C:13]=2[C:12]([CH:20]([CH3:22])[CH3:21])=[CH:11]1)[C:2]1[CH:7]=[CH:6][CH:5]=[CH:4][CH:3]=1.[CH3:23][Si:24]([CH3:40])([CH3:39])[CH2:25][CH2:26][O:27][CH2:28]N1C2C=NNC(=O)C=2C=C1.[Cl-].[NH4+]>>[CH2:1]([O:8][CH2:9][N:10]1[C:14]2[CH:15]=[N:16][N:17]([CH2:28][O:27][CH2:26][CH2:25][Si:24]([CH3:40])([CH3:39])[CH3:23])[C:18](=[O:19])[C:13]=2[C:12]([CH:20]([CH3:22])[CH3:21])=[CH:11]1)[C:2]1[CH:7]=[CH:6][CH:5]=[CH:4][CH:3]=1 |f:2.3|. Procedure: Reaction was carried out in the same manner as in Reference example 18-(a) except for using 0.98 g (3.3 mmol) of 1-benzyloxymethyl-3-isopropyl-1,5-dihydropyrrolo[2,3-d]-pyridazin-4-one obtained in Reference example 21-(e) in place of 1-(2-trimethylsilylethoxymethyl)-1,5-dihydropyrrolo[2,3-d]pyridazin-4-one. After completion of the reaction, the reaction mixture was poured into ice-water, neutralized with a saturated aqueous solution of ammonium chloride and extracted with toluene. The organic la... Starting materials: Cc1ccc(B(O)O)cc1 (effective_coupling_partner), CC(C)(C)C(=O)Oc2c1ccccc1cc3ccccc23 (substrate). The reagents and catalysts are PCy3. Conditions: temperature 120 celsius, time 12 hour. Product: Cc4ccc(c2c1ccccc1cc3ccccc23)cc4.